Dataset: the Open Reaction Database (ORD), a public repository of structured organic reaction records. Task: describe an organic reaction: reactants, conditions, products, and yield The reactants are C(C)(C)N(CC)C(C)C (Diisopropylethylamine), [Si](C)(C)(C(C)(C)C)OCC1=CC(=NC(=C1)Cl)NC(OC(C)(C)C)=O (tert-Butyl 4-({[tert-butyl(dimethyl)silyl]oxy}methyl)-6-chloropyridin-2-ylcarbamate), C(Cl)Cl (DCM), [Si](C)(C)(C(C)(C)C)OS(=O)(=O)C(F)(F)F (TBSOTf), FC(S(=O)(=O)O[Si](C)(C)C(C)(C)C)(F)F (tert-butyldimethylsilyl trifluoromethanesulfonate). Run at temperature 0 celsius, time 8 hour. Yields the product C(C)(C)(C)[SiH2]OC(C1=CC(=NC(=C1)Cl)N)(C)C (4-(tert-Butyl-dimethyl-silanyloxymethyl)-6-chloro-pyridin-2-ylamine). As a reaction SMILES: [Si](O[CH2:9][C:10]1[CH:15]=[C:14](Cl)[N:13]=[C:12]([NH:17]C(=O)OC(C)(C)C)[CH:11]=1)(C(C)(C)C)(C)C.FC(F)(F)S([O:30][Si:31]([C:34]([CH3:37])([CH3:36])[CH3:35])(C)C)(=O)=O.[CH:40](N(C(C)C)CC)(C)C.[CH2:49]([Cl:51])Cl>>[C:34]([SiH2:31][O:30][C:15]([CH3:14])([CH3:40])[C:10]1[CH:9]=[C:49]([Cl:51])[N:13]=[C:12]([NH2:17])[CH:11]=1)([CH3:37])([CH3:36])[CH3:35]. Procedure details: [4-(tert-Butyl-dimethyl-silanyloxymethyl)-6-chloro-pyridin-2-yl]-carbamic acid tert-butyl ester (11-4, 0.885 g, 2.37 mmol) was dissolved in 5 mL DCM in a flame dried flask under N2. The solution was cooled to 0° C. and tert-butyldimethylsilyl trifluoromethanesulfonate (1.09 mL, 4.75 mmol) was added. After 3 hours the reaction was warmed to room temperature and additional TBSOTf (0.545 mL, 2.37 mL) was added and the reaction was stirred overnight. Diisopropylethylamine (1.65 mL, 9.49 mmol) was ad...